This data is from the Open Reaction Database (ORD), a public repository of structured organic reaction records. The task is: describe an organic reaction: reactants, conditions, products, and yield The reactants are Cl (hydrochloric acid), C(C)OC(C(C)(C)OCC1=NN(C(=C1C)C1=CC=C(C=C1)C(F)(F)F)C1=C(C=C(C=C1)Cl)Cl)=O (2-[1-(2,4-Dichloro-phenyl)-4-methyl-5-(4-trifluoromethyl-phenyl)-1H-pyrazol-3-ylmethoxy]-2-methyl-propionic acid ethyl ester), [Li+].[OH-] (LiOH). Run in C1CCOC1 (THF), O (water). Product: ClC1=C(C=CC(=C1)Cl)N1N=C(C(=C1C1=CC=C(C=C1)C(F)(F)F)C)COC(C(=O)O)(C)C (2-[1-(2,4-Dichloro-phenyl)-4-methyl-5-(4-trifluoromethyl-phenyl)-1H-pyrazol-3-ylmethoxy]-2-methyl-propionic acid). Reaction SMILES: C([O:3][C:4](=[O:34])[C:5]([O:8][CH2:9][C:10]1[C:14]([CH3:15])=[C:13]([C:16]2[CH:21]=[CH:20][C:19]([C:22]([F:25])([F:24])[F:23])=[CH:18][CH:17]=2)[N:12]([C:26]2[CH:31]=[CH:30][C:29]([Cl:32])=[CH:28][C:27]=2[Cl:33])[N:11]=1)([CH3:7])[CH3:6])C.[Li+].[OH-].Cl>C1COCC1.O>[Cl:33][C:27]1[CH:28]=[C:29]([Cl:32])[CH:30]=[CH:31][C:26]=1[N:12]1[C:13]([C:16]2[CH:17]=[CH:18][C:19]([C:22]([F:24])([F:25])[F:23])=[CH:20][CH:21]=2)=[C:14]([CH3:15])[C:10]([CH2:9][O:8][C:5]([CH3:7])([CH3:6])[C:4]([OH:34])=[O:3])=[N:11]1 |f:1.2|. Procedure details: To a solution of 1 g of 2-[1-(2,4-Dichloro-phenyl)-4-methyl-5-(4-trifluoromethyl-phenyl)-1H-pyrazol-3-ylmethoxy]-2-methyl-propionic acid ethyl ester in 6 ml THF was added a solution of 232 mg of LiOH in 1 ml water at room temperature. After 16 h the mixture was brought to pH 2 by addition of 1 M hydrochloric acid. The reaction mixture was concentrated under reduced pressure and the aqueous layer was extracted with dichloromethane. The combined organic phases were dried over MgSO4 and the solvent... Starting materials: ClCC[C@@H](O)C1=CC=CC=C1 ((R)-(+)-3-chloro-1-phenylpropanol), C1(C=2C(C(N1)=O)=CC=CC2)=O.[K] (potassium phthalimide). Run in CN(C=O)C (dimethylformamide), CN(C=O)C (dimethylformamide). Run at temperature 100 celsius. Product: C1(C=2C(C(N1CC[C@@H](O)C1=CC=CC=C1)=O)=CC=CC2)=O ((R)-3-phthalimido-1-phenylpropanol). Yield: 66.7%. Reaction SMILES: Cl[CH2:2][CH2:3][C@H:4]([C:6]1[CH:11]=[CH:10][CH:9]=[CH:8][CH:7]=1)[OH:5].[C:12]1(=[O:22])[NH:16][C:15](=[O:17])[C:14]2=[CH:18][CH:19]=[CH:20][CH:21]=[C:13]12.[K]>CN(C)C=O>[C:12]1(=[O:22])[N:16]([CH2:2][CH2:3][C@H:4]([C:6]2[CH:11]=[CH:10][CH:9]=[CH:8][CH:7]=2)[OH:5])[C:15](=[O:17])[C:14]2=[CH:18][CH:19]=[CH:20][CH:21]=[C:13]12 |f:1.2,^1:22|. Procedure: To a solution of 10.09 g of (R)-(+)-3-chloro-1-phenylpropanol in 80 ml of dimethylformamide were added 13.14 g of potassium phthalimide in 80 ml of dimethylformamide. The mixture was heated at 100° C. for 8 hours, allowed to cool to room temperature, and filtered. The filtrate was diluted with water, and the solution extracted 3 times with ethyl acetate. The combined organic extracts were washed once with water, once with 0.2 N sodium hydroxide, once again with water, and once with a saturated s... The reactants are ClC1=CC=C(C=C1)C1=NC=2N(C=C1)N=CC2C(=O)O (5-(4-chloro-phenyl)-pyrazolo[1,5-a]pyrimidine-3-carboxylic acid), ONC(C1=CC(=CC=C1)S(N)(=O)=O)=N (N-hydroxy-3-sulfamoyl-benzamidine). Product: ClC1=CC=C(C=C1)C1=NC=2N(C=C1)N=CC2C2=NC(=NO2)C=2C=C(C=CC2)S(=O)(=O)N (3-{5-[5-(4-Chloro-phenyl)-pyrazolo[1,5-a]pyrimidin-3-yl]-[1,2,4]oxadiazol-3-yl}-benzenesulfonamide). As a reaction SMILES: [Cl:1][C:2]1[CH:7]=[CH:6][C:5]([C:8]2[CH:13]=[CH:12][N:11]3[N:14]=[CH:15][C:16]([C:17]([OH:19])=O)=[C:10]3[N:9]=2)=[CH:4][CH:3]=1.O[NH:21][C:22](=[NH:33])[C:23]1[CH:28]=[CH:27][CH:26]=[C:25]([S:29](=[O:32])(=[O:31])[NH2:30])[CH:24]=1>>[Cl:1][C:2]1[CH:3]=[CH:4][C:5]([C:8]2[CH:13]=[CH:12][N:11]3[N:14]=[CH:15][C:16]([C:17]4[O:19][N:33]=[C:22]([C:23]5[CH:24]=[C:25]([S:29]([NH2:30])(=[O:31])=[O:32])[CH:26]=[CH:27][CH:28]=5)[N:21]=4)=[C:10]3[N:9]=2)=[CH:6][CH:7]=1. Procedure details: The title compound was prepared from 5-(4-chloro-phenyl)-pyrazolo[1,5-a]pyrimidine-3-carboxylic acid (example C.22) (137 mg, 0.5 mmol) and N-hydroxy-3-sulfamoyl-benzamidine [CAS-No. 9000-88-7] (161 mg, 0.75 mmol) according to general procedure II. Obtained after purification by flash chromatography (dichloromethane/MeOH) and crystallization (dichloromethane) as an off-white solid (86 mg, 38%). MS (ISN) 451.2 [(M−H)−]; mp 223° C. The reactants are CC(C)c1onc(CCc2c(Cl)cccc2Cl)c1CO, ClCCl, CC(C)OC(=O)N=NC(=O)OC(C)C, COC(=O)c1ccc2ccc(-c3ccc(O)cc3)cc2c1, c1ccc(P(c2ccccc2)c2ccccc2)cc1. Product: COC(=O)c1ccc2ccc(-c3ccc(OCc4c(CCc5c(Cl)cccc5Cl)noc4C(C)C)cc3)cc2c1. As a reaction SMILES: [Cl:1][c:2]1[c:3]([CH2:9][CH2:10][c:11]2[n:12][o:13][c:14]([CH:18]([CH3:19])[CH3:20])[c:15]2[CH2:16][OH:17])[c:4]([Cl:8])[cH:5][cH:6][cH:7]1.[Cl:75][CH2:76][Cl:77].[O:61]=[C:62]([O:63][CH:64]([CH3:65])[CH3:66])[N:67]=[N:68][C:69]([O:70][CH:71]([CH3:72])[CH3:73])=[O:74].[OH:21][c:22]1[cH:23][cH:24][c:25](-[c:28]2[cH:29][cH:30][c:31]3[cH:32][cH:33][c:34]([C:38](=[O:39])[O:40][CH3:41])[cH:35][c:36]3[cH:37]2)[cH:26][cH:27]1.[c:42]1([P:43]([c:44]2[cH:45][cH:46][cH:47][cH:48][cH:49]2)[c:50]2[cH:51][cH:52][cH:53][cH:54][cH:55]2)[cH:56][cH:57][cH:58][cH:59][cH:60]1>>[Cl:1][c:2]1[c:3]([CH2:9][CH2:10][c:11]2[n:12][o:13][c:14]([CH:18]([CH3:19])[CH3:20])[c:15]2[CH2:16][O:17][c:22]2[cH:23][cH:24][c:25](-[c:28]3[cH:29][cH:30][c:31]4[cH:32][cH:33][c:34]([C:38](=[O:39])[O:40][CH3:41])[cH:35][c:36]4[cH:37]3)[cH:26][cH:27]2)[c:4]([Cl:8])[cH:5][cH:6][cH:7]1.